describe an organic reaction: reactants, conditions, products, and yield From a dataset of the Open Reaction Database (ORD), a public repository of structured organic reaction records. The reactants are CSC (dimethylsulfide), C(C1=CC=CC=C1)OC1=C(C=CC=C1)CC1=CC=C(C=C1)Cl (1-benzyloxy-2-(4-chlorobenzyl)benzene), O (water). Solvent: C(Cl)Cl (methylene chloride). Reaction conditions: time 19 hour. Yields the product ClC1=CC=C(CC2=C(C=CC=C2)O)C=C1 (2-(4-Chlorobenzyl)phenol). The yield is 95.5%. RXN SMILES: CSC.C([O:11][C:12]1[CH:17]=[CH:16][CH:15]=[CH:14][C:13]=1[CH2:18][C:19]1[CH:24]=[CH:23][C:22]([Cl:25])=[CH:21][CH:20]=1)C1C=CC=CC=1.O>C(Cl)Cl>[Cl:25][C:22]1[CH:21]=[CH:20][C:19]([CH2:18][C:13]2[CH:14]=[CH:15][CH:16]=[CH:17][C:12]=2[OH:11])=[CH:24][CH:23]=1. Procedure: In a nitrogen stream, dimethylsulfide (105.1 μL, 2.43 mmol) and a boron trifluoride-diethyl ether complex (51.3 μL, 0.4 mmol) were added to a solution of 1-benzyloxy-2-(4-chlorobenzyl)benzene (50.0 mg, 0.16 mmol) in methylene chloride (2.0 mL) under cooling with ice, and the reaction mixture was stirred for 19 hours while gradually raising its temperature to room temperature. Thereafter water was added thereto under cooling with ice and the mixture was extracted with methylene chloride. The orga... Starting materials: CN1C2=CC=CC=C2C=2C=CC=CC12 (N-methylcarbazole), ClCCCCC(=O)Cl (5-chlorovaleryl chloride), ClCCCCC(=O)C=1C=CC=2N(C3=CC=C(C=C3C2C1)C(CCCCCl)=O)C (3,6-bis(5-chlorovaleryl)-N-methylcarbazole), ClCCCC(=O)C=1C=CC=2N(C3=CC=C(C=C3C2C1)C(CCCCl)=O)CC (3,6-bis(4-chlorobutyryl)-N-ethylcarbazole), CNC (dimethylamine). Product: C(C)NCC (diethylamine), C(C)N(CCCCC(=O)C=1C=CC=2N(C3=CC=C(C=C3C2C1)C(CCCCN(CC)CC)=O)C)CC (3,6-bis(5-diethylaminovaleryl)-N-methylcarbazole). Reaction SMILES: ClCCCC(C1C=[CH:9][C:10]2[N:11]([CH2:26][CH3:27])[C:12]3[C:17](C=2C=1)=CC(C(=O)CCCCl)=C[CH:13]=3)=O.CNC.Cl[CH2:32][CH2:33][CH2:34][CH2:35][C:36]([C:38]1[CH:39]=[CH:40][C:41]2[N:42]([CH3:58])[C:43]3[C:48]([C:49]=2[CH:50]=1)=[CH:47][C:46]([C:51](=[O:57])[CH2:52][CH2:53][CH2:54][CH2:55]Cl)=[CH:45][CH:44]=3)=[O:37].C[N:60]1[C:72]2C=CC=C[C:67]=2C2[C:61]1=[CH:62]C=CC=2.ClCCCCC(Cl)=O>>[CH2:10]([NH:11][CH2:12][CH3:13])[CH3:9].[CH2:26]([N:11]([CH2:12][CH3:17])[CH2:32][CH2:33][CH2:34][CH2:35][C:36]([C:38]1[CH:39]=[CH:40][C:41]2[N:42]([CH3:58])[C:43]3[C:48]([C:49]=2[CH:50]=1)=[CH:47][C:46]([C:51](=[O:57])[CH2:52][CH2:53][CH2:54][CH2:55][N:60]([CH2:72][CH3:67])[CH2:61][CH3:62])=[CH:45][CH:44]=3)=[O:37])[CH3:27]. Procedure details: Following the procedure of Example 32, only substituting respectively for 3,6-bis(4-chlorobutyryl)-N-ethylcarbazole and dimethylamine the appropriate molar equivalent amount of 3,6-bis(5-chlorovaleryl)-N-methylcarbazole, prepared from N-methylcarbazole and 5-chlorovaleryl chloride, and an excess of diethylamine, 3,6-bis(5-diethylaminovaleryl)-N-methylcarbazole is obtained. Reactants: CO, O=C(O)C1Cc2ccccc2CN1S(=O)(=O)c1ccc(-c2ccc([N+](=O)[O-])cc2)cc1, O=S(Cl)Cl. The product is COC(=O)C1Cc2ccccc2CN1S(=O)(=O)c1ccc(-c2ccc([N+](=O)[O-])cc2)cc1. RXN SMILES: [CH3:36][OH:37].[N+:1](=[O:2])([O-:3])[c:4]1[cH:5][cH:6][c:7](-[c:10]2[cH:11][cH:12][c:13]([S:16](=[O:17])(=[O:18])[N:19]3[CH2:20][c:21]4[cH:22][cH:23][cH:24][cH:25][c:26]4[CH2:27][CH:28]3[C:29](=[O:30])[OH:31])[cH:14][cH:15]2)[cH:8][cH:9]1.[S:32]([Cl:33])([Cl:34])=[O:35]>>[N+:1](=[O:2])([O-:3])[c:4]1[cH:5][cH:6][c:7](-[c:10]2[cH:11][cH:12][c:13]([S:16](=[O:17])(=[O:18])[N:19]3[CH2:20][c:21]4[cH:22][cH:23][cH:24][cH:25][c:26]4[CH2:27][CH:28]3[C:29](=[O:30])[O:31][CH3:36])[cH:14][cH:15]2)[cH:8][cH:9]1. The reactants are O.[Al].[Li] (Lithium aluminum hydrate), O (water), N1C=C(C2=CC=CC=C12)C1C(NC(C1)=O)=O (3-(1H-indol-3-yl)-pyrrolidine-2,5-dione), [OH-].[Na+] (sodium hydroxide). Run in C1CCOC1 (THF), C1CCOC1 (THF). Run at temperature 0 celsius, time 1 hour. The product is N1(CCCC1)C1=CNC2=CC=CC=C12 (3-pyrrolidine-yl-1H-indole). Reaction SMILES: O.[Al].[Li].[NH:4]1[C:12]2[C:7](=[CH:8][CH:9]=[CH:10][CH:11]=2)[C:6](C2CC(=O)NC2=O)=[CH:5]1.[OH-].[Na+].O>C1COCC1>[N:4]1([C:6]2[C:7]3[C:12](=[CH:11][CH:10]=[CH:9][CH:8]=3)[NH:4][CH:5]=2)[CH2:12][CH2:7][CH2:6][CH2:5]1 |f:0.1.2,4.5,^1:2|. Reported procedure: Lithium aluminum hydrate (2.86 g, 75.6 mmole) was suspended in dry THF (50 ml) with the exclusion of atmospheric moisture. The suspension was cooled by means of an ice-salt bath to an internal temperature of ca. 0° C. 3-(1H-indol-3-yl)-pyrrolidine-2,5-dione (3.24 g, 15.12 mmole) was then added in portions within 15 minutes. After ca. 1 hour the reaction mixture had reached RT and was then boiled under reflux for 32 hours. After the reaction mixture had cooled moist THF (5 ml water in 25 ml THF) ... The reactants are COC=1C=C(C=C(C1)OC)NC1=NN2C(C(=NC=C2)N2CCNCC2)=N1 (N-(3,5-dimethoxyphenyl)-8-piperazin-1-yl-[1,2,4]triazolo[1,5-a]pyrazin-2-amine), S(C)(=O)(=O)[O-] (mesylate), CS(=O)(=O)Cl (Methanesulfonylchloride). The product is COC=1C=C(C=C(C1)OC)NC1=NN2C(C(=NC=C2)N2CCN(CC2)S(=O)(=O)C)=N1 ((3,5-dimethoxy-phenyl)-[8-(4-methanesulfonyl-piperazin-1-yl)-[1,2,4]triazolo[1,5-a]pyrazin-2-yl]-amine). Reaction SMILES: [CH3:1][O:2][C:3]1[CH:4]=[C:5]([NH:11][C:12]2[N:26]=[C:15]3[C:16]([N:20]4[CH2:25][CH2:24][NH:23][CH2:22][CH2:21]4)=[N:17][CH:18]=[CH:19][N:14]3[N:13]=2)[CH:6]=[C:7]([O:9][CH3:10])[CH:8]=1.[S:27]([O-])(=[O:30])(=[O:29])[CH3:28].CS(Cl)(=O)=O>>[CH3:1][O:2][C:3]1[CH:4]=[C:5]([NH:11][C:12]2[N:26]=[C:15]3[C:16]([N:20]4[CH2:25][CH2:24][N:23]([S:27]([CH3:28])(=[O:30])=[O:29])[CH2:22][CH2:21]4)=[N:17][CH:18]=[CH:19][N:14]3[N:13]=2)[CH:6]=[C:7]([O:9][CH3:10])[CH:8]=1. Reported procedure: N-(3,5-dimethoxyphenyl)-8-piperazin-1-yl-[1,2,4]triazolo[1,5-a]pyrazin-2-amine (synthesized as described earlier) was converted into the mesylate by treatment with Methanesulfonylchloride under standard conditions.